The task is: describe an organic reaction: reactants, conditions, products, and yield. This data is from the Open Reaction Database (ORD), a public repository of structured organic reaction records. Reactants: C(C)OC(C(C)SC1=CN=C(S1)NC(=O)N([C@@H]1CC[C@H](CC1)C)C1CCCC1)=O ({2-[3-Cyclopentyl-3-(trans-4-methyl-cyclohexyl)-ureido]-thiazol-5-ylsulfanyl}-propionic acid ethyl ester), C1(CCCC1)N[C@@H]1CC[C@H](CC1)C (cyclopentyl-(trans-4-methyl-cyclohexyl)-amine), NC1=CN=CS1.C(C)OC(C(C)S)=O (5-aminothiazole 2-mercaptopropionic acid ethyl ester). Yields the product C1(CCCC1)N(C(NC=1SC(=CN1)SCCC(=O)O)=O)[C@@H]1CC[C@H](CC1)C (3-{2-[3-Cyclopentyl-3-(trans-4-methyl-cyclohexyl)-ureido]-thiazol-5-ylsulfanyl}-propionic acid). RXN SMILES: C(OC(=O)[CH:5]([S:7][C:8]1[S:12][C:11]([NH:13][C:14]([N:16]([CH:24]2[CH2:28][CH2:27][CH2:26][CH2:25]2)[C@H:17]2[CH2:22][CH2:21][C@H:20]([CH3:23])[CH2:19][CH2:18]2)=[O:15])=[N:10][CH:9]=1)[CH3:6])C.C1(N[C@H]2CC[C@H](C)CC2)CCCC1.NC1SC=NC=1.C([O:51][C:52](=[O:56])C(S)C)C>>[CH:24]1([N:16]([C@H:17]2[CH2:22][CH2:21][C@H:20]([CH3:23])[CH2:19][CH2:18]2)[C:14](=[O:15])[NH:13][C:11]2[S:12][C:8]([S:7][CH2:5][CH2:6][C:52]([OH:56])=[O:51])=[CH:9][N:10]=2)[CH2:25][CH2:26][CH2:27][CH2:28]1 |f:2.3|. Procedure details: {2-[3-Cyclopentyl-3-(trans-4-methyl-cyclohexyl)-ureido]-thiazol-5-ylsulfanyl}-propionic acid ethyl ester prepared as described in general procedure (A) using cyclopentyl-(trans-4-methyl-cyclohexyl)-amine and 5-aminothiazole-2-mercaptopropionic acid ethyl ester. Hydrolysis using general procedure (F) gave the title compound. The reactants are C1CCOC1, CCN(C(C)C)C(C)C, CC1(C)Cc2c(c(C(=O)O)cc3nc(Nc4c(F)cccc4Cl)[nH]c23)O1, NC1(c2ccc(C(F)(F)F)cc2)CC1, O=S(Cl)Cl. Yields the product CC1(C)Cc2c(c(C(=O)NC3(c4ccc(C(F)(F)F)cc4)CC3)cc3nc(Nc4c(F)cccc4Cl)[nH]c23)O1. As a reaction SMILES: [CH2:54]1[O:55][CH2:56][CH2:57][CH2:58]1.[CH:45]([N:46]([CH2:47][CH3:48])[CH:49]([CH3:50])[CH3:51])([CH3:52])[CH3:53].[Cl:1][c:2]1[c:3]([NH:9][c:10]2[nH:11][c:12]3[c:13]([n:14]2)[cH:15][c:16]([C:24](=[O:25])[OH:26])[c:17]2[c:18]3[CH2:19][C:20]([CH3:22])([CH3:23])[O:21]2)[c:4]([F:8])[cH:5][cH:6][cH:7]1.[F:31][C:32]([c:33]1[cH:34][cH:35][c:36]([C:39]2([NH2:42])[CH2:40][CH2:41]2)[cH:37][cH:38]1)([F:43])[F:44].[S:27]([Cl:28])([Cl:29])=[O:30]>>[Cl:1][c:2]1[c:3]([NH:9][c:10]2[nH:11][c:12]3[c:13]([n:14]2)[cH:15][c:16]([C:24](=[O:26])[NH:42][C:39]2([c:36]4[cH:35][cH:34][c:33]([C:32]([F:31])([F:43])[F:44])[cH:38][cH:37]4)[CH2:40][CH2:41]2)[c:17]2[c:18]3[CH2:19][C:20]([CH3:22])([CH3:23])[O:21]2)[c:4]([F:8])[cH:5][cH:6][cH:7]1. Starting materials: BrCc1ccc(Br)cc1, O=C([O-])[O-], CCC(C)=O, CCOC(C)=O, [Cs+], [Cs+], O=C1Nc2ccccc2C12COc1cc3c(cc12)OCO3. Yields the product O=C1N(Cc2ccc(Br)cc2)c2ccccc2C12COc1cc3c(cc12)OCO3. RXN SMILES: [Br:22][c:23]1[cH:24][cH:25][c:26]([CH2:27][Br:28])[cH:29][cH:30]1.[C:31](=[O:32])([O-:33])[O-:34].[CH3:37][C:38](=[O:39])[CH2:40][CH3:41].[CH3:42][CH2:43][O:44][C:45](=[O:46])[CH3:47].[Cs+:35].[Cs+:36].[NH:1]1[C:2](=[O:21])[C:3]2([CH2:4][O:5][c:6]3[c:7]2[cH:8][c:9]2[c:10]([cH:14]3)[O:11][CH2:12][O:13]2)[c:15]2[cH:16][cH:17][cH:18][cH:19][c:20]21>>[N:1]1([CH2:27][c:26]2[cH:25][cH:24][c:23]([Br:22])[cH:30][cH:29]2)[C:2](=[O:21])[C:3]2([CH2:4][O:5][c:6]3[c:7]2[cH:8][c:9]2[c:10]([cH:14]3)[O:11][CH2:12][O:13]2)[c:15]2[cH:16][cH:17][cH:18][cH:19][c:20]21. Starting materials: C(CCC)[Li] (n-butyllithium), C1(=CC=C(C=C1)CC(=O)O)C1=CC=CC=C1 (4-biphenylacetic acid), BrCC(=C)C (3-bromo-2-methylpropene). Run in C1CCOC1 (THF), C1CCOC1 (THF). Reaction conditions: temperature 0 celsius, time 15 minute. Product: CC(CC(C(=O)O)C1=CC=C(C=C1)C1=CC=CC=C1)=C (4-methyl-2-(4-phenylphenyl)pent-4-enoic acid). Yield: 71.4%. Reaction SMILES: C([Li])CCC.[C:6]1([C:16]2[CH:21]=[CH:20][CH:19]=[CH:18][CH:17]=2)[CH:11]=[CH:10][C:9]([CH2:12][C:13]([OH:15])=[O:14])=[CH:8][CH:7]=1.Br[CH2:23][C:24]([CH3:26])=[CH2:25]>C1COCC1>[CH3:25][C:24](=[CH2:23])[CH2:26][CH:12]([C:9]1[CH:8]=[CH:7][C:6]([C:16]2[CH:17]=[CH:18][CH:19]=[CH:20][CH:21]=2)=[CH:11][CH:10]=1)[C:13]([OH:15])=[O:14]. Procedure details: To a stirring solution of diisopropylamino (0.537 g, 5.31 mmol) in THF (5.2 mL) at 0° C. was added n-butyllithium (2.1 mL, 5.22 mmol, 2.5M in hexane) dropwise. After stirring for 15 min at 0° C., the mixture was cooled to −78° C. and a solution of 4-biphenylacetic acid (0.500 g, 2.36 mmol) in THF (2 mL) was added dropwise. After again warming to 0° C. and coolling to −78° C., 3-bromo-2-methylpropene (0.485 g, 3.54 mmol) was added to the mixture in one portion. After stirring at −78° C. for 1 h, ...